Dataset: the Open Reaction Database (ORD), a public repository of structured organic reaction records. Task: describe an organic reaction: reactants, conditions, products, and yield Starting materials: CN(C)CCCl, Cc1ccc2[nH]c(=S)[nH]c2c1, CCO, Cl, [Na+], O=C([O-])O. The product is Cc1ccc2nc(SCCN(C)C)[nH]c2c1. As a reaction SMILES: [CH3:13][N:14]([CH2:15][CH2:16][Cl:17])[CH3:18].[CH3:1][c:2]1[cH:3][c:4]2[c:5]([nH:6][c:7](=[S:9])[nH:8]2)[cH:10][cH:11]1.[CH3:24][CH2:25][OH:26].[ClH:12].[Na+:19].[OH:20][C:21](=[O:22])[O-:23]>>[CH3:1][c:2]1[cH:3][c:4]2[c:5]([n:6][c:7]([S:9][CH2:16][CH2:15][N:14]([CH3:13])[CH3:18])[nH:8]2)[cH:10][cH:11]1. Starting materials: OCC1=NC=CC(=C1)C=1C=C(C=CC1)C1=NC2=C(NC(C1)=O)C=C(C(=C2)OCC(F)(F)F)C(F)(F)F (4-[3-(2-hydroxymethyl-pyridin-4-yl)-phenyl]-7-(2,2,2-trifluoro-ethoxy)-8-trifluoromethyl-1,3-dihydro-benzo[b][1,4]diazepin-2-one), S(=O)(Cl)Cl (thionylchloride), [Cl-] (chloride), C1(CC1)N (cyclopropylamine). Run in C(Cl)Cl (CH2Cl2), CN(C)C=O (DMF). The product is C1(CC1)NCC1=NC=CC(=C1)C=1C=C(C=CC1)C1=NC2=C(NC(C1)=O)C=C(C(=C2)OCC(F)(F)F)C(F)(F)F (4-[3-(2-Cyclopropylaminomethyl-pyridin-4-yl)-phenyl]-7-(2,2,2-trifluoro-ethoxy)-8-trifluoromethyl-1,3-dihydro-benzo[b][1,4]diazepin-2-one), solid. The yield is 55.0%. RXN SMILES: O[CH2:2][C:3]1[CH:8]=[C:7]([C:9]2[CH:10]=[C:11]([C:15]3[CH2:21][C:20](=[O:22])[NH:19][C:18]4[CH:23]=[C:24]([C:33]([F:36])([F:35])[F:34])[C:25]([O:27][CH2:28][C:29]([F:32])([F:31])[F:30])=[CH:26][C:17]=4[N:16]=3)[CH:12]=[CH:13][CH:14]=2)[CH:6]=[CH:5][N:4]=1.S(Cl)(Cl)=O.[Cl-].[CH:42]1([NH2:45])[CH2:44][CH2:43]1>C(Cl)Cl.CN(C=O)C>[CH:42]1([NH:45][CH2:2][C:3]2[CH:8]=[C:7]([C:9]3[CH:10]=[C:11]([C:15]4[CH2:21][C:20](=[O:22])[NH:19][C:18]5[CH:23]=[C:24]([C:33]([F:36])([F:34])[F:35])[C:25]([O:27][CH2:28][C:29]([F:30])([F:31])[F:32])=[CH:26][C:17]=5[N:16]=4)[CH:12]=[CH:13][CH:14]=3)[CH:6]=[CH:5][N:4]=2)[CH2:44][CH2:43]1. Procedure details: The title compound was prepared from 4-[3-(2-hydroxymethyl-pyridin-4-yl)-phenyl]-7-(2,2,2-trifluoro-ethoxy)-8-trifluoromethyl-1,3-dihydro-benzo[b][1,4]diazepin-2-one (Example 286) (255 mg, 0.50 mmol) by reaction with thionylchloride in CH2Cl2 and subsequent treatment of the corresponding crude chloride with cyclopropylamine in DMF according to the general procedure of example 288. Obtained as a light brown solid (152 mg, 55%). Yields the product Nc1nc(N)c(Br)c(OCc2ccccc2)n1. Reaction SMILES: [NH2:1][c:2]1[n:3][c:4]([Cl:10])[c:5]([Br:9])[c:6]([NH2:8])[n:7]1.[OH:11][CH2:12][c:13]1[cH:14][cH:15][cH:16][cH:17][cH:18]1>>[NH2:1][c:2]1[n:3][c:4]([O:11][CH2:12][c:13]2[cH:14][cH:15][cH:16][cH:17][cH:18]2)[c:5]([Br:9])[c:6]([NH2:8])[n:7]1. The reactants are Nc1nc(N)c(Br)c(Cl)n1, OCc1ccccc1. The reactants are C1COCCN1, Nc1nc(Cl)nc2ccccc12, C1CCOC1. The product is Nc1nc(N2CCOCC2)nc2ccccc12. RXN SMILES: [CH2:1]1[CH2:2][O:3][CH2:4][CH2:5][NH:6]1.[Cl:7][c:8]1[n:9][c:10]2[cH:11][cH:12][cH:13][cH:14][c:15]2[c:16]([NH2:18])[n:17]1.[O:19]1[CH2:20][CH2:21][CH2:22][CH2:23]1>>[CH2:1]1[CH2:2][O:3][CH2:4][CH2:5][N:6]1[c:8]1[n:9][c:10]2[cH:11][cH:12][cH:13][cH:14][c:15]2[c:16]([NH2:18])[n:17]1. Reactants: C(C)(=O)N[C@H](C)C1=CC=C(C(=O)OC)C=C1 (Methyl (R)-4-(1-acetamidoethyl)benzoate), [N+](=O)(O)[O-] (nitric acid), S(O)(O)(=O)=O (sulfuric acid), ice water. Run at time 5 hour. Yields the product C(C)(=O)N[C@H](C)C1=C(C=C(C(=O)OC)C=C1)[N+](=O)[O-] (methyl (R)-4-(1-acetamidoethyl)-3-nitrobenzoate). RXN SMILES: [C:1]([NH:4][C@@H:5]([C:7]1[CH:16]=[CH:15][C:10]([C:11]([O:13][CH3:14])=[O:12])=[CH:9][CH:8]=1)[CH3:6])(=[O:3])[CH3:2].[N+:17]([O-])([OH:19])=[O:18].S(=O)(=O)(O)O>>[C:1]([NH:4][C@@H:5]([C:7]1[CH:16]=[CH:15][C:10]([C:11]([O:13][CH3:14])=[O:12])=[CH:9][C:8]=1[N+:17]([O-:19])=[O:18])[CH3:6])(=[O:3])[CH3:2]. Reported procedure: Methyl (R)-4-(1-acetamidoethyl)benzoate (2 g) was added portionwise to a mixed solution of conc. nitric acid (1.2 ml) and conc. sulfuric acid (1.2 ml) under ice-cooling, and the mixture was stirred at room temperature for 5 hours. The reaction mixture was poured into ice-water, and extracted with chloroform. The extract was washed with water, dried, and concentrated under reduced pressure. The obtained crystals were recrystallized from ethyl acetate-hexane to give 1.4 g of methyl (R)-4-(1-acetam... The reactants are C(CC=C)O (3-butenol), solution, B(CC)(CC)CC (Et3B), C(Cl)(Cl)Cl (CHCl3), O=O (oxygen), alcohol, C=CC1CO1 (butadiene monoepoxide). Reagents/catalysts: CN(C)C=1C=CN=CC1 (DMAP), C(Cl)Cl (CH2Cl2). The solvent is C1CCOC1 (THF). Conditions: time 10 second. Yields the product CC(C=C)O[C@@H](CO)C=C (2-(R)-2-But-3-enyloxybut-3-en-1-ol). The yield is 81577.8%. As a reaction SMILES: C(Cl)(Cl)Cl.O=O.[CH2:7]([OH:11])[CH2:8][CH:9]=[CH2:10].B(CC)(CC)CC.[CH2:19]=[CH:20][CH:21]1[O:23][CH2:22]1>CN(C1C=CN=CC=1)C.C(Cl)Cl.C1COCC1>[CH3:22][CH:21]([O:23][C@H:8]([CH:9]=[CH2:10])[CH2:7][OH:11])[CH:20]=[CH2:19]. Procedure details: To an oven dried test tube was added Pd2dba3.CHCl3 (5.2 mg, 5.0 μmol), chiral ligand (S,S)-9 (11.8 mg, 15 μmol), DMAP (6.2 mg, 50 μmol) and a stirbar. Several drops of CH2Cl2 were then added to wet the catalyst, and the test tube was immediately placed under reduced pressure (vacuum pump) for 10 sec and refilled with Ar. This purging procedure was repeated five times to ensure no oxygen remained in the reaction vessel. After being placed under an Ar atmosphere, freshly distilled and degassed met... Starting materials: C1COCCO1, CCOC(=O)C1CCCN(Cc2ccccc2)C1, [Na+], C1CCOC1, [OH-]. The product is O=C(O)C1CCCN(Cc2ccccc2)C1. As a reaction SMILES: [CH2:26]1[O:27][CH2:28][CH2:29][O:30][CH2:31]1.[CH2:3]([c:4]1[cH:5][cH:6][cH:7][cH:8][cH:9]1)[N:10]1[CH2:11][CH:12]([C:16](=[O:17])[O:18][CH2:19][CH3:20])[CH2:13][CH2:14][CH2:15]1.[Na+:2].[O:21]1[CH2:22][CH2:23][CH2:24][CH2:25]1.[OH-:1]>>[CH2:3]([c:4]1[cH:5][cH:6][cH:7][cH:8][cH:9]1)[N:10]1[CH2:11][CH:12]([C:16](=[O:17])[OH:18])[CH2:13][CH2:14][CH2:15]1. Starting materials: C(C)OC(C(CC(=O)C=1C(=NN(C1)CC1=CC(=CC=C1)Cl)C)=O)=O (4-[3-methyl-1-(3-chlorobenzyl)-1H-pyrazol-4-yl]-2,4-dioxobutyric acid ethyl ester), [OH-].[Na+] (NaOH). Solvent: CO (methanol). Yields the product CC1=NN(C=C1C(CC(C(=O)O)=O)=O)CC1=CC(=CC=C1)Cl (4-[3-Methyl-1-(3-chlorobenzyl)-1H-pyrazol-4-yl]-2,4-dioxobutyric acid). RXN SMILES: C([O:3][C:4](=[O:24])[C:5](=[O:23])[CH2:6][C:7]([C:9]1[C:10]([CH3:22])=[N:11][N:12]([CH2:14][C:15]2[CH:20]=[CH:19][CH:18]=[C:17]([Cl:21])[CH:16]=2)[CH:13]=1)=[O:8])C.[OH-].[Na+]>CO>[CH3:22][C:10]1[C:9]([C:7](=[O:8])[CH2:6][C:5](=[O:23])[C:4]([OH:24])=[O:3])=[CH:13][N:12]([CH2:14][C:15]2[CH:20]=[CH:19][CH:18]=[C:17]([Cl:21])[CH:16]=2)[N:11]=1 |f:1.2|. Procedure details: In a similar manner to AI-3-1, 4-[3-methyl-1-(3-chlorobenzyl)-1H-pyrazol-4-yl]-2,4-dioxobutyric acid ethyl ester (crude from above) was reacted with 5 ml 1N NaOH in 20 ml methanol for two hours to give the title compound as a light tan solid. MP=183-184° C. 1H NMR (400 MHz, CDCl3) δ 2.54 (s, 3H), 5.23 (s, 2H), 6.67 (s, 1H), 7.12-7.18 (m, 1H), 7.25 (s, 1H), 7.31-7.36 (m, 2H), 7.97 (2, 1H). Starting materials: CC(=O)C1=C(C=C(C=C1)OC)O (2-hydroxy-4-methoxyacetophenone), CN1CCC(CC1)=O (1-methyl-4-piperidinone), CN1CCC(CC1)=O (1-methyl-4-piperidinone), N1CCCC1 (pyrrolidine). Run in CO (methyl alcohol). Reaction conditions: time 7 hour. Product: COC1=CC2=C(C(CC3(CCN(CC3)C)O2)=O)C=C1 (7-Methoxy-N-methylspiro[2H-1-benzopyran-2,4′-piperidine]-4(3H)-one). The yield is 98.7%. Reaction SMILES: [CH3:1][C:2]([C:4]1[CH:9]=[CH:8][C:7]([O:10][CH3:11])=[CH:6][C:5]=1[OH:12])=[O:3].[CH3:13][N:14]1[CH2:19][CH2:18][C:17](=O)[CH2:16][CH2:15]1.N1CCCC1>CO>[CH3:11][O:10][C:7]1[CH:8]=[CH:9][C:4]2[C:2](=[O:3])[CH2:1][C:17]3([O:12][C:5]=2[CH:6]=1)[CH2:18][CH2:19][N:14]([CH3:13])[CH2:15][CH2:16]3. Procedure details: To a stirred solution of 2-hydroxy-4-methoxyacetophenone (4.08 g, 24.58 mmol) in anhydrous methyl alcohol (60 cm3) under an atmosphere of dry nitrogen was added 1-methyl-4-piperidinone (3 cm3, 24.58 mmol) followed by pyrrolidine (4 cm3, 47.92 mmol) and the solution was heated to reflux. After 7 h, a further portion of 1-methyl-4-piperidinone (0.6 cm3, 4.76 mmol) was added and the mixture was heated to reflux for a further 4.5 h. It was then allowed to cool to room temperature before the volatile... Reactants: COC(=O)C1=NC=C(N=C1)N1C(C=CC(=C1)Cl)=O (5-(5-chloro-2-oxo-2H-pyridin-1-yl)-pyrazine-2-carboxylic acid methyl ester), CO (methanol), [BH4-].[Na+] (sodium borohydride). Run in C(Cl)Cl (CH2Cl2). Run at time 18 hour. Product: ClC=1C=CC(N(C1)C1=NC=C(N=C1)CO)=O (5-chloro-1-(5-hydroxymethyl-pyrazin-2-yl)-1H-pyridin-2-one). Reaction SMILES: C[O:2][C:3]([C:5]1[CH:10]=[N:9][C:8]([N:11]2[CH:16]=[C:15]([Cl:17])[CH:14]=[CH:13][C:12]2=[O:18])=[CH:7][N:6]=1)=O.CO.[BH4-].[Na+]>C(Cl)Cl>[Cl:17][C:15]1[CH:14]=[CH:13][C:12](=[O:18])[N:11]([C:8]2[CH:7]=[N:6][C:5]([CH2:3][OH:2])=[CH:10][N:9]=2)[CH:16]=1 |f:2.3|. Procedure: A solution of the ester from step 2 (1.41 g, 5.317 mmol), in CH2Cl2 and methanol (1:1 50 ml) at 0° C. was treated with sodium borohydride (2.01 g, 53.17 mmol) and the reaction was stirred at room temperature for 18 hrs. The solvent was evaporated in vacuo and the residue was dissolved in EtOAc and sat. NaHCO3. The aqueous layer was extracted with EtOAc and the combined extracts were dried (MgSO4) and evaporated in vacuo. The residue was chromatographed (silica gel, MeOH: CH2Cl2 2:98 to 5:95 grad...